From a dataset of the Open Reaction Database (ORD), a public repository of structured organic reaction records. describe an organic reaction: reactants, conditions, products, and yield Reactants: C1CC(CCC1N)N (trans-1,4-cyclohexyldiamine), C1(=CC=CC=C1)S(=O)(=O)N1C=C(C=2C1=NC=CC2)C2=NC(=NC=C2)Cl (1-benzenesulfonyl-3-(2-chloro-pyrimidin-4-yl)-1H-pyrrolo[2,3-b]pyridine). Yield: 34.5%. The product is N1C=C(C=2C1=NC=CC2)C2=NC(=NC=C2)N[C@@H]2CC[C@H](CC2)N (trans-N-[4-(1H-Pyrrolo[2,3-b]pyridin-3-yl)-pyrimidin-2-yl]-cyclohexane-1,4-diamine). As a reaction SMILES: [CH2:1]1[CH:6]([NH2:7])[CH2:5][CH2:4][CH:3]([NH2:8])[CH2:2]1.C1(S([N:18]2[C:22]3=[N:23][CH:24]=[CH:25][CH:26]=[C:21]3[C:20]([C:27]3[CH:32]=[CH:31][N:30]=[C:29](Cl)[N:28]=3)=[CH:19]2)(=O)=O)C=CC=CC=1>>[NH:18]1[C:22]2=[N:23][CH:24]=[CH:25][CH:26]=[C:21]2[C:20]([C:27]2[CH:32]=[CH:31][N:30]=[C:29]([NH:7][C@H:6]3[CH2:5][CH2:4][C@H:3]([NH2:8])[CH2:2][CH2:1]3)[N:28]=2)=[CH:19]1. Procedure details: Using the procedure of example 1, trans-1,4-cyclohexyldiamine (277 mg) was reacted with compound 1f (300 mg) to provide compound 42 (86 mg, 34%). 1H NMR (400 MHz, CD3OD) δ 8.90 (d, J=8.0 Hz, 1H), 8.25 (d, J=5.6 Hz, 1H), 8.17 (s, 1H), 8.12 (d, J=8.0 Hz, 1H), 7.22 (m, 1H), 6.95 (d, J=5.6 Hz, 1H), 3.85 (m, 1H), 2.78 (m, 1H), 2.18 (m, 2H), 2.20 (m, 2H), 1.40 (m, 4H). MS (ESI) m/z: 309 (M+H)+. The reactants are NC1=CC=C(C=C1)C(C1=CC=CC=C1)=O (p-aminobenzophenone), ClCCC(=O)Cl (3-chloropropionyl chloride), [OH-].[Na+] (sodium hydroxide). Solvent: C(Cl)(Cl)Cl (chloroform). Yields the product ClCCC(=O)NC1=CC=C(C(=O)C2=CC=CC=C2)C=C1 (4-(3-chloropropionamido)benzophenone). Reaction SMILES: [NH2:1][C:2]1[CH:7]=[CH:6][C:5]([C:8](=[O:15])[C:9]2[CH:14]=[CH:13][CH:12]=[CH:11][CH:10]=2)=[CH:4][CH:3]=1.[Cl:16][CH2:17][CH2:18][C:19](Cl)=[O:20].[OH-].[Na+]>C(Cl)(Cl)Cl>[Cl:16][CH2:17][CH2:18][C:19]([NH:1][C:2]1[CH:3]=[CH:4][C:5]([C:8]([C:9]2[CH:14]=[CH:13][CH:12]=[CH:11][CH:10]=2)=[O:15])=[CH:6][CH:7]=1)=[O:20] |f:2.3|. Procedure: A solution of 3.95 g of p-aminobenzophenone in 100 ml of chloroform was treated with 2.6 g of 3-chloropropionyl chloride and, after the addition of 26 ml of 1N sodium hydroxide solution, stirred at room temperature. The organic phase was separated, washed in sequence with water, 1N HCl and water, dried and evaporated. After recrystallization from methanol of the oil obtained there was obtained 4-(3-chloropropionamido)benzophenone, m.p. 135°-136° C. Starting materials: ClC1=C(C(=O)NC(CCO)C2=CC=CC=C2)C(=CC=C1)F (N-(2-chloro-6-fluorobenzoyl)-3-amino-3-phenyl-1-propanol), FC1=C(C(=O)NC(CCO)C2=CC=C(C=C2)Cl)C(=CC=C1)F (N-(2,6-difluorobenzoyl)-3-amino-3-(4-chlorophenyl)-1-propanol). Product: ClC1=C(C(=CC=C1)F)C=1OCCC(N1)C1=CC=CC=C1 (2-(2-chloro-6-fluorophenyl)-4-phenyl-5,6-dihydro(4H)1,3-oxazine). Yield: 66.6%. As a reaction SMILES: [Cl:1][C:2]1[CH:20]=[CH:19][CH:18]=[C:17]([F:21])[C:3]=1[C:4]([NH:6][CH:7]([C:11]1[CH:16]=[CH:15][CH:14]=[CH:13][CH:12]=1)[CH2:8][CH2:9][OH:10])=O.FC1C=CC=C(F)C=1C(NC(C1C=CC(Cl)=CC=1)CCO)=O>>[Cl:1][C:2]1[CH:20]=[CH:19][CH:18]=[C:17]([F:21])[C:3]=1[C:4]1[O:10][CH2:9][CH2:8][CH:7]([C:11]2[CH:16]=[CH:15][CH:14]=[CH:13][CH:12]=2)[N:6]=1. Reported procedure: The procedure is as for Example 85, but 3.5 g (11.4 mmol) of N-(2-chloro-6-fluorobenzoyl)-3-amino-3-phenyl-1-propanol are employed instead of N-(2,6-difluorobenzoyl)-3-amino-3-(4-chlorophenyl)-1-propanol. 2.2 g (66.8%) of 2-(2-chloro-6-fluorophenyl)-4-phenyl-5,6-dihydro(4H)1,3-oxazine are obtained as a colorless oil. Starting materials: C(#N)[BH3-].[Na+] (sodium cyanoborohydride), NC1=CC=C(C=C1)C=1C=2C(=CNC1C)C(N(N2)C2=CC=C(C=C2)Cl)=O (7-(4-aminophenyl)-2-(4-chlorophenyl)-2,5-dihydro-6-methylpyrazolo[4,3-c]pyridin-3-one), N1=C(C=CC=C1)C=O (2-pyridinecarboxaldehyde), C(C)(=O)O (acetic acid). Solvent: CO (MeOH). Reaction conditions: time 24 hour. The product is ClC1=CC=C(C=C1)N1N=C2C(=CNC(=C2C2=CC=C(C=C2)NCC2=NC=CC=C2)C)C1=O (2-(4-Chlorophenyl)-2,5-dihydro-6-methyl-7-[4-(pyridin-2-ylmethylamino)-phenyl]pyrazolo[4,3-c]pyridin-3-one). Isolated yield 40.0%. RXN SMILES: [NH2:1][C:2]1[CH:7]=[CH:6][C:5]([C:8]2[C:9]3[C:10]([C:15](=[O:25])[N:16]([C:18]4[CH:23]=[CH:22][C:21]([Cl:24])=[CH:20][CH:19]=4)[N:17]=3)=[CH:11][NH:12][C:13]=2[CH3:14])=[CH:4][CH:3]=1.[N:26]1[CH:31]=[CH:30][CH:29]=[CH:28][C:27]=1[CH:32]=O.C(O)(=O)C.C([BH3-])#N.[Na+]>CO>[Cl:24][C:21]1[CH:22]=[CH:23][C:18]([N:16]2[C:15](=[O:25])[C:10]3=[CH:11][NH:12][C:13]([CH3:14])=[C:8]([C:5]4[CH:6]=[CH:7][C:2]([NH:1][CH2:32][C:27]5[CH:28]=[CH:29][CH:30]=[CH:31][N:26]=5)=[CH:3][CH:4]=4)[C:9]3=[N:17]2)=[CH:19][CH:20]=1 |f:3.4|. Procedure details: To a stirred mixture of 7-(4-aminophenyl)-2-(4-chlorophenyl)-2,5-dihydro-6-methylpyrazolo[4,3-c]pyridin-3-one (0.150 g, 0.43 mmol), 2-pyridinecarboxaldehyde (81 μl, 0.85 mmol) and acetic acid (18 μl, 0.31 mmol) in anhydrous MeOH (3 ml) under nitrogen was added sodium cyanoborohydride (0.02 g, 0.32 mmol) and the mixture was stirred for 24 h. The mixture was quenched with saturated aqueous K2CO3 (0.5 ml) and the solvent was removed in vacuo. The residue was purified by flash chromatography (silica... Starting materials: OCC=1SC=C(N1)[C@H]1N(C[C@@H](C1)OS(=O)(=O)C)C(=O)OCC1=CC=C(C=C1)[N+](=O)[O-] ((2S, 4R)-2-[2-(hydroxymethyl)-thiazol-4-yl]-4-methanesulfonyloxy-1-(4-nitrobenzyloxycarbonyl) pyrrolidine), ClS(=O)(=O)N=C=O (chlorosulfonyl isocyanate), O (Water). Run in C(C)#N (acetonitrile). Run at time 1 hour. Yields the product C(N)(=O)OCC=1SC=C(N1)[C@H]1N(C[C@@H](C1)OS(=O)(=O)C)C(=O)OCC1=CC=C(C=C1)[N+](=O)[O-] ((2S,4R)2- [2-(carbamoyloxymethyl)thiazol-4-yl]-4-methanesulfonyloxy-1-(4-nitrobenzyloxycarbonyl) pyrrolidine). RXN SMILES: [OH:1][CH2:2][C:3]1[S:4][CH:5]=[C:6]([C@@H:8]2[CH2:12][C@@H:11]([O:13][S:14]([CH3:17])(=[O:16])=[O:15])[CH2:10][N:9]2[C:18]([O:20][CH2:21][C:22]2[CH:27]=[CH:26][C:25]([N+:28]([O-:30])=[O:29])=[CH:24][CH:23]=2)=[O:19])[N:7]=1.ClS([N:35]=[C:36]=[O:37])(=O)=O.O>C(#N)C>[C:36]([O:1][CH2:2][C:3]1[S:4][CH:5]=[C:6]([C@@H:8]2[CH2:12][C@@H:11]([O:13][S:14]([CH3:17])(=[O:16])=[O:15])[CH2:10][N:9]2[C:18]([O:20][CH2:21][C:22]2[CH:27]=[CH:26][C:25]([N+:28]([O-:30])=[O:29])=[CH:24][CH:23]=2)=[O:19])[N:7]=1)(=[O:37])[NH2:35]. Reported procedure: To a solution of (2S, 4R)-2-[2-(hydroxymethyl)-thiazol-4-yl]-4-methanesulfonyloxy-1-(4-nitrobenzyloxycarbonyl) pyrrolidine (2.1 g) in acetonitrile (50 ml) was added chlorosulfonyl isocyanate (0.48 ml) at 0°-5° C. and the mixture was stirred at ambient temperature for 1 hour. Water (3 ml) was added to the solution at the same temperature and the mixture was stirred for 20 hours. After the solvent was removed, the residue was dissolved in ethyl acetate, and washed with water, saturated sodium bica...